From a dataset of the Open Reaction Database (ORD), a public repository of structured organic reaction records. describe an organic reaction: reactants, conditions, products, and yield The reactants are O=C([O-])[O-], CN1CCCC1=O, N#Cc1ccc(F)cc1, [K+], [K+], c1cc(N2CCNCC2)ccn1. Yields the product N#Cc1ccc(N2CCN(c3ccncc3)CC2)cc1. As a reaction SMILES: [C:22](=[O:23])([O-:24])[O-:25].[CH3:28][N:29]1[CH2:30][CH2:31][CH2:32][C:33]1=[O:34].[F:13][c:14]1[cH:15][cH:16][c:17]([C:18]#[N:19])[cH:20][cH:21]1.[K+:26].[K+:27].[n:1]1[cH:2][cH:3][c:4]([N:7]2[CH2:8][CH2:9][NH:10][CH2:11][CH2:12]2)[cH:5][cH:6]1>>[n:1]1[cH:2][cH:3][c:4]([N:7]2[CH2:8][CH2:9][N:10]([c:14]3[cH:15][cH:16][c:17]([C:18]#[N:19])[cH:20][cH:21]3)[CH2:11][CH2:12]2)[cH:5][cH:6]1. Reactants: C1(=CC=C(C=C1)O)C.S(=O)(=O)=C[N+]#[C-] (p-toluol sulfonylmethyliso-cyanide), C(C)OC(\C=C\C)=O (crotonic-acid-ethyl-ester), Heterocyclic. The product is CC1=CNC=C1C (3,4-dimethylpyrrole), dimethyl, C(C)OC(=O)C1=CNC=C1C (3-(ethoxycarbonyl)-4-methylpyrrole). RXN SMILES: [C:1]1([CH3:8])[CH:6]=CC(O)=[CH:3][CH:2]=1.S(=[CH:12][N+:13]#[C-:14])(=O)=O.[CH2:15]([O:17][C:18](=[O:22])/[CH:19]=[CH:20]/[CH3:21])[CH3:16]>>[CH3:3][C:2]1[C:1]([CH3:8])=[CH:6][NH:13][CH:12]=1.[CH2:15]([O:17][C:18]([C:19]1[C:20]([CH3:21])=[CH:14][NH:13][CH:12]=1)=[O:22])[CH3:16] |f:0.1|. Procedure: Based on D. O. Cheng, T. L. Bowman, E. LeGoff, J. Heterocyclic Chem. 13, 1145 (1976), 3,4-dimethylpyrrole was synthesized starting from p-toluol-sulfonylmethyliso-cyanide and crotonic-acid-ethyl-ester. The dimethyl compound was quickly obtained after reduction of the intermediary 3-(ethoxycarbonyl)-4-methylpyrrole, but at only 18% total yield. The material had a melting point of 25°-28° C. H-NMR (CDCl3): 2.04 (s, 6H), 6.50 (d, 2H), 7.33 (s br, 1H). Starting materials: CCn1nc(C)cc1C(=O)O, C1CCOC1, [Cl-], Nc1cccc(C(=O)c2ccc3c(c2)CC(=O)N3)c1, O=S(Cl)Cl. The product is CCn1nc(C)cc1C(=O)Nc1cccc(C(=O)c2ccc3c(c2)CC(=O)N3)c1. Reaction SMILES: [CH2:1]([CH3:2])[n:3]1[n:4][c:5]([CH3:11])[cH:6][c:7]1[C:8](=[O:9])[OH:10].[CH2:36]1[O:37][CH2:38][CH2:39][CH2:40]1.[Cl-:35].[NH2:16][c:17]1[cH:18][c:19]([C:20](=[O:21])[c:22]2[cH:23][c:24]3[c:28]([cH:29][cH:30]2)[NH:27][C:26](=[O:31])[CH2:25]3)[cH:32][cH:33][cH:34]1.[S:12]([Cl:13])([Cl:14])=[O:15]>>[CH2:1]([CH3:2])[n:3]1[n:4][c:5]([CH3:11])[cH:6][c:7]1[C:8](=[O:10])[NH:16][c:17]1[cH:18][c:19]([C:20](=[O:21])[c:22]2[cH:23][c:24]3[c:28]([cH:29][cH:30]2)[NH:27][C:26](=[O:31])[CH2:25]3)[cH:32][cH:33][cH:34]1. Starting materials: OC1=NC(=CC(=C1C)O)C (2,4-dihydroxy-3,6-dimethylpyridine), O=P(Cl)(Cl)Cl (POCl3), CN(C1=CC=CC=C1)C (N,N-dimethylaniline), ice water, C(Cl)(Cl)Cl (chloroform). The product is ClC1=NC(=CC(=C1C)Cl)C (2,4-Dichloro-3,6-dimethylpyridine). As a reaction SMILES: O[C:2]1[C:7](C)=[C:6](O)[CH:5]=[C:4]([CH3:10])[N:3]=1.O=P(Cl)(Cl)[Cl:13].CN(C)C1C=CC=CC=1.[CH:25]([Cl:28])(Cl)Cl>>[Cl:13][C:2]1[C:7]([CH3:6])=[C:25]([Cl:28])[CH:5]=[C:4]([CH3:10])[N:3]=1. Procedure: A mixture of 2,4-dihydroxy-3,6-dimethylpyridine (2.86 g, 20.58 mmol), POCl3 (15 ml) and N,N-dimethylaniline (3.6 ml, 22.64 mmol) was heated at reflux for 3 hours. The mixture was cooled, poured into ice water and extracted with diethyl ether. The organic layer was dried and concentrated to give 3.02 g of the crude material. After silica gel column chromatography using chloroform as eluent, 1.3102 g of the title compound was obtained as a yellow oil. 1H NMR (CDCl3) δ 7.07 (s, 1H), 2.43 (s, 3H), 2...